From a dataset of the Open Reaction Database (ORD), a public repository of structured organic reaction records. describe an organic reaction: reactants, conditions, products, and yield Starting materials: S1C(=CC=C1)C(=O)NN (2-thiophencarboxylic acid hydrazide), C(C1=CC=CC=C1)N=C=S (benzyl isothiocyanate), BrCC1=CC=NC=C1 (4-bromomethylpyridine). Yields the product C(C1=CC=CC=C1)N1C(=NN=C1C=1SC=CC1)SCC1=CC=NC=C1 (4-{[(4-benzyl-5-thien-2-yl-4H-1,2,4-triazol-3-yl)thio}methyl}pyridine). RXN SMILES: [S:1]1[CH:5]=[CH:4][CH:3]=[C:2]1[C:6]([NH:8][NH2:9])=O.[CH2:10]([N:17]=[C:18]=[S:19])[C:11]1[CH:16]=[CH:15][CH:14]=[CH:13][CH:12]=1.Br[CH2:21][C:22]1[CH:27]=[CH:26][N:25]=[CH:24][CH:23]=1>>[CH2:10]([N:17]1[C:6]([C:2]2[S:1][CH:5]=[CH:4][CH:3]=2)=[N:8][N:9]=[C:18]1[S:19][CH2:21][C:22]1[CH:27]=[CH:26][N:25]=[CH:24][CH:23]=1)[C:11]1[CH:16]=[CH:15][CH:14]=[CH:13][CH:12]=1. Procedure details: This compound was synthesized using the same methodology as described in Example 1 above, using 2-thiophencarboxylic acid hydrazide, benzyl isothiocyanate and 4-bromomethylpyridine as the starting materials. (M+H)+−365. The reactants are C(C=C)N(C(OCC)=O)C(C=O)C (ethyl N-allyl-N-(1-oxoprop -2-yl)-carbamate), O (water), N(C)CC(=O)O (sarcosine). Run in C1(=CC=CC=C1)C (toluene). Yields the product CN1C2C(N(CC2CC1)C(=O)OCC)C (Ethyl 2,8-dimethyl-2,7-diazabicyclo[3.3.0]octane-7-carboxylate). As a reaction SMILES: [CH2:1]([N:4]([CH:10]([CH3:13])[CH:11]=O)[C:5](=[O:9])[O:6][CH2:7][CH3:8])[CH:2]=[CH2:3].O.[NH:15]([CH2:17]C(O)=O)[CH3:16]>C1(C)C=CC=CC=1>[CH3:16][N:15]1[CH2:17][CH2:3][CH:2]2[CH:11]1[CH:10]([CH3:13])[N:4]([C:5]([O:6][CH2:7][CH3:8])=[O:9])[CH2:1]2. Procedure: 18.5 g (0.1 mol) of ethyl N-allyl-N-(1-oxoprop -2-yl)-carbamate are heated under reflux overnight in a water separator with 9 g (0.1 mol) of sarcosine in 300 ml of toluene. The mixture is concentrated and the residue is distilled. Reactants: S(=O)([O-])[O-].[Na+].[Na+] (sodium sulfite), O (water), C(C)O (ethanol), Cl.ClC1(CN=CC=C1)CCl (3-chloro-3-chloromethylpyridine hydrochloride). The product is ClC=1C=NC=CC1CS(=O)(=O)O (3-Chloro-4-sulfomethylpyridine). Reaction SMILES: [S:1]([O-:4])([O-:3])=[O:2].[Na+].[Na+].O.Cl.[Cl:9][C:10]1(CCl)[CH:15]=[CH:14][CH:13]=[N:12][CH2:11]1.[CH2:18](O)C>>[Cl:9][C:10]1[CH:11]=[N:12][CH:13]=[CH:14][C:15]=1[CH2:18][S:1]([OH:4])(=[O:3])=[O:2] |f:0.1.2,4.5|. Procedure details: A suspension of sodium sulfite (75.90 g, 0.602 mol) in a solution of water (240 ml) and ethanol (60 ml) was treated at ambient temperature with solid 3-chloro-3-chloromethylpyridine hydrochloride (59.77g, 0.301 mol). The resulting mixture was heated in an oil bath to reflux. Procedure details: 172 mg (81%) of target compound was obtained by using a method same as in Example 1 by using 3-(1-tert-butyl-5-(4-fluorophenyl)-1H-pyrazol-3-yl)propanal (100 mg, 0.365 mmol), 1-(bis(4-fluorophenyl)methyl)piperazine (105 mg, 0.365 mmol), DIPEA (0.1 mL, 0.548 mmol) and NaBH(OAc)3 (232 mg, 1.095 mmol). RXN SMILES: [C:1]([N:5]1[C:9]([C:10]2[CH:15]=[CH:14][C:13]([F:16])=[CH:12][CH:11]=2)=[CH:8][C:7]([CH2:17][CH2:18][CH:19]=O)=[N:6]1)([CH3:4])([CH3:3])[CH3:2].[F:21][C:22]1[CH:27]=[CH:26][C:25]([CH:28]([C:35]2[CH:40]=[CH:39][C:38]([F:41])=[CH:37][CH:36]=2)[N:29]2[CH2:34][CH2:33][NH:32][CH2:31][CH2:30]2)=[CH:24][CH:23]=1.CCN(C(C)C)C(C)C.[BH-](OC(C)=O)(OC(C)=O)OC(C)=O.[Na+]>>[C:1]([N:5]1[C:9]([C:10]2[CH:15]=[CH:14][C:13]([F:16])=[CH:12][CH:11]=2)=[CH:8][C:7]([CH2:17][CH2:18][CH2:19][N:32]2[CH2:31][CH2:30][N:29]([CH:28]([C:35]3[CH:40]=[CH:39][C:38]([F:41])=[CH:37][CH:36]=3)[C:25]3[CH:24]=[CH:23][C:22]([F:21])=[CH:27][CH:26]=3)[CH2:34][CH2:33]2)=[N:6]1)([CH3:4])([CH3:3])[CH3:2] |f:3.4|. Reactants: C(C)(C)(C)N1N=C(C=C1C1=CC=C(C=C1)F)CCC=O (3-(1-tert-butyl-5-(4-fluorophenyl)-1H-pyrazol-3-yl)propanal), [BH-](OC(=O)C)(OC(=O)C)OC(=O)C.[Na+] (NaBH(OAc)3), FC1=CC=C(C=C1)C(N1CCNCC1)C1=CC=C(C=C1)F (1-(bis(4-fluorophenyl)methyl)piperazine), CCN(C(C)C)C(C)C (DIPEA). Product: C(C)(C)(C)N1N=C(C=C1C1=CC=C(C=C1)F)CCCN1CCN(CC1)C(C1=CC=C(C=C1)F)C1=CC=C(C=C1)F (1-(3-(1-tert-butyl-5-(4-fluorophenyl)-1H-pyrazol-3-yl)propyl)-4-(bis(4-fluorophenyl)methyl)piperazine). The reactants are ClCCl, NC1CCCCC1N, Cc1ccc(S(=O)(=O)Cl)cc1. Yields the product Cc1ccc(S(=O)(=O)NC2CCCCC2N)cc1. RXN SMILES: [Cl:20][CH2:21][Cl:22].[NH2:1][CH:2]1[CH:3]([NH2:8])[CH2:4][CH2:5][CH2:6][CH2:7]1.[c:9]1([CH3:19])[cH:10][cH:11][c:12]([S:15](=[O:16])(=[O:17])[Cl:18])[cH:13][cH:14]1>>[NH:1]([CH:2]1[CH:3]([NH2:8])[CH2:4][CH2:5][CH2:6][CH2:7]1)[S:15]([c:12]1[cH:11][cH:10][c:9]([CH3:19])[cH:14][cH:13]1)(=[O:16])=[O:17]. Reactants: ON1C(CCCC1(C)C)(C)C (1-oxyl-2,2,6,6-tetramethylpiperidine), N(=O)OC(C)(C)C (tert-butyl nitrite), NC1=CC=CC=C1 (aniline), NC1=CC=CC=C1 (aniline). Reagents/catalysts: [Cu](F)F (copper(II) fluoride). Run in C(C)#N (acetonitrile). The product is O(C1=CC=CC=C1)N1C(CCCC1(C)C)(C)C (1-Phenoxy-2,2,6,6-tetramethylpiperidine). Isolated yield 73.7%. Reaction SMILES: [OH:1][N:2]1[C:7]([CH3:9])([CH3:8])[CH2:6][CH2:5][CH2:4][C:3]1([CH3:11])[CH3:10].N(OC(C)(C)C)=O.N[C:20]1[CH:25]=[CH:24][CH:23]=[CH:22][CH:21]=1>C(#N)C.[Cu](F)F>[O:1]([N:2]1[C:7]([CH3:9])([CH3:8])[CH2:6][CH2:5][CH2:4][C:3]1([CH3:11])[CH3:10])[C:20]1[CH:25]=[CH:24][CH:23]=[CH:22][CH:21]=1. Procedure: To a suspension of 3.9 g (25 mmol) of 1-oxyl-2,2,6,6-tetramethylpiperidine, 11.76 g (114 mmol) of tert-butyl nitrite and 25 mg (0.25 mmol) of copper(II) fluoride in 120 mL of acetonitrile at 65° C. under a nitrogen atmosphere is added dropwise over 30 minutes 6.98 g (75 mmol) of aniline. The evolution of gas is observed during the addition of the aniline. The dark red reaction mixture is kept at 65° C. for an additional ten minutes followed by cooling to ambient temperature. The reaction mixture... Reactants: ClC1=C(C=CC=C1Cl)S(=O)(=O)Cl (2,3-dichlorobenzenesulfonyl chloride), [OH-].[NH4+] (ammonium hydroxide). Run in O1CCCC1 (tetrahydrofuran). Run at time 0.5 hour. Yields the product ClC1=C(C=CC=C1Cl)S(=O)(=O)N (2,3-dichlorobenzenesulfonamide). RXN SMILES: [Cl:1][C:2]1[C:7]([Cl:8])=[CH:6][CH:5]=[CH:4][C:3]=1[S:9](Cl)(=[O:11])=[O:10].[OH-].[NH4+:14]>O1CCCC1>[Cl:1][C:2]1[C:7]([Cl:8])=[CH:6][CH:5]=[CH:4][C:3]=1[S:9]([NH2:14])(=[O:11])=[O:10] |f:1.2|. Procedure: To a stirred solution of 60.0 g of 2,3-dichlorobenzenesulfonyl chloride in 500 mL of tetrahydrofuran at 0° C. was added 30 mL of concentrated ammonium hydroxide (30%) dropwise at a rate that maintained the temperature below 15° C. After an additional stirring period of 0.5 hr, the tetrahydrofuran was evaporated under reduced pressure. The resultant solid residue was triturated with 500 mL of water, filtered, and the collected solid washed twice with 100-mL portions of water and dried to yield 52...